Task: describe an organic reaction: reactants, conditions, products, and yield. Dataset: the Open Reaction Database (ORD), a public repository of structured organic reaction records Reactants: NCCCCCN (1,5-diaminopentane), C(C1=CC=CC=C1)(=O)N (benzamide). Yields the product NCCCCCNC(C1=CC=CC=C1)=O (N-(5-aminopentyl)benzamide). Yield: 70.6%. As a reaction SMILES: [NH2:1][CH2:2][CH2:3][CH2:4][CH2:5][CH2:6][NH2:7].[C:8](N)(=[O:15])[C:9]1[CH:14]=[CH:13][CH:12]=[CH:11][CH:10]=1>>[NH2:1][CH2:2][CH2:3][CH2:4][CH2:5][CH2:6][NH:7][C:8](=[O:15])[C:9]1[CH:14]=[CH:13][CH:12]=[CH:11][CH:10]=1. Reported procedure: Under an argon atmosphere, 1,5-diaminopentane (25 g, 0.24 mol) and benzamide (9.9 g, 0.081 mol) were combined and heated at reflux overnight. The reaction mixture was concentrated under vacuum to remove the excess diamine. The residue was distilled at about 210° C. at 12 torr (16×102 pascals) to provide 11.8 g of N-(5-aminopentyl)benzamide as a colorless oil. Reaction SMILES: [Cl:1][C:2]1[CH:3]=[C:4]([C@@H:9]2[C@@H:13]([NH:14][CH3:15])[CH2:12][N:11]([C:16]([CH:18]3[CH2:23][CH2:22][N:21]([C:24]([C:26]4([CH3:29])[CH2:28][CH2:27]4)=[O:25])[CH2:20][CH2:19]3)=[O:17])[CH2:10]2)[CH:5]=[CH:6][C:7]=1[Cl:8].Cl[C:31]([O:33][C:34]1[CH:39]=[CH:38][C:37]([O:40][CH3:41])=[CH:36][CH:35]=1)=[O:32]>>[CH3:41][O:40][C:37]1[CH:38]=[CH:39][C:34]([O:33][C:31](=[O:32])[N:14]([C@@H:13]2[C@@H:9]([C:4]3[CH:5]=[CH:6][C:7]([Cl:8])=[C:2]([Cl:1])[CH:3]=3)[CH2:10][N:11]([C:16]([CH:18]3[CH2:19][CH2:20][N:21]([C:24]([C:26]4([CH3:29])[CH2:28][CH2:27]4)=[O:25])[CH2:22][CH2:23]3)=[O:17])[CH2:12]2)[CH3:15])=[CH:35][CH:36]=1. Procedure: In analogy to the procedure described for the synthesis of example 2 (step b), the title compound rac-{(3R,4S)-4-(3,4-dichloro-phenyl)-1-[1-(1-methyl-cyclopropanecarbonyl)-piperidine-4-carbonyl]-pyrrolidin-3-yl}-methyl-carbamic acid p-methoxy-phenyl ester was prepared from rac-{4-[(3S,4R)-3-(3,4-dichloro-phenyl)-4-methylamino-pyrrolidine-1-carbonyl]-piperidin-1-yl}-(1-methyl-cyclopropyl)-methanone using p-methoxyphenyl chloroformate instead of 4-fluorophenyl chloroformate and was obtained as a l... Product: COC1=CC=C(C=C1)OC(N(C)[C@H]1CN(C[C@@H]1C1=CC(=C(C=C1)Cl)Cl)C(=O)C1CCN(CC1)C(=O)C1(CC1)C)=O (rac-{(3R,4S)-4-(3,4-dichloro-phenyl)-1-[1-(1-methyl-cyclopropanecarbonyl)-piperidine-4-carbonyl]-pyrrolidin-3-yl}-methyl-carbamic acid p-methoxy-phenyl ester). The reactants are ClC=1C=C(C=CC1Cl)[C@H]1CN(C[C@@H]1NC)C(=O)C1CCN(CC1)C(=O)C1(CC1)C (rac-{4-[(3S,4R)-3-(3,4-dichloro-phenyl)-4-methylamino-pyrrolidine-1-carbonyl]-piperidin-1-yl}-(1-methyl-cyclopropyl)-methanone), ClC(=O)OC1=CC=C(C=C1)OC (p-methoxyphenyl chloroformate). The reactants are ClC=1C=C2C(=C(OC(=O)C2=CC1)C(=O)O)C1=CC=CC=C1 (6-chloro-4-phenylisocoumarin-3-carboxylic acid), CNN (methylhydrazine). The product is ClC=1C=C2C(=C(N(C(C2=CC1)=O)NC)C(=O)O)C1=CC=CC=C1 (6-chloro-2-methylamino-1-oxo-4-phenyl-1,2-dihydroisoquinoline-3-carboxylic acid). As a reaction SMILES: [Cl:1][C:2]1[CH:3]=[C:4]2[C:10](=[CH:11][CH:12]=1)[C:8](=O)[O:7][C:6]([C:13]([OH:15])=[O:14])=[C:5]2[C:16]1[CH:21]=[CH:20][CH:19]=[CH:18][CH:17]=1.[CH3:22][NH:23][NH2:24]>>[Cl:1][C:2]1[CH:3]=[C:4]2[C:10](=[CH:11][CH:12]=1)[C:8](=[O:7])[N:24]([NH:23][CH3:22])[C:6]([C:13]([OH:15])=[O:14])=[C:5]2[C:16]1[CH:21]=[CH:20][CH:19]=[CH:18][CH:17]=1. Procedure: In the same manner as in Reference Example 6, 6-chloro-4-phenylisocoumarin-3-carboxylic acid and methylhydrazine were reacted to give the title compound. Starting materials: C[Si](C)(C)CCOCCl, CSc1nc(Cl)c2cn[nH]c2n1, [H-], [Na+], CN(C)C=O. Yields the product CSc1nc(Cl)c2cnn(COCC[Si](C)(C)C)c2n1. Reaction SMILES: [Cl:15][CH2:16][O:17][CH2:18][CH2:19][Si:20]([CH3:21])([CH3:22])[CH3:23].[Cl:1][c:2]1[c:3]2[c:4]([n:5][c:6]([S:8][CH3:9])[n:7]1)[nH:10][n:11][cH:12]2.[H-:13].[Na+:14].[O:24]=[CH:25][N:26]([CH3:27])[CH3:28]>>[Cl:1][c:2]1[c:3]2[c:4]([n:5][c:6]([S:8][CH3:9])[n:7]1)[n:10]([CH2:16][O:17][CH2:18][CH2:19][Si:20]([CH3:21])([CH3:22])[CH3:23])[n:11][cH:12]2. The reactants are CCCN, O=C(Cl)C1CCc2cc(C3CCCCC3)c(Cl)cc21, c1ccccc1. Yields the product CCCNC(=O)C1CCc2cc(C3CCCCC3)c(Cl)cc21. RXN SMILES: [CH2:20]([CH2:21][CH3:22])[NH2:23].[Cl:1][c:2]1[c:3]([CH:14]2[CH2:15][CH2:16][CH2:17][CH2:18][CH2:19]2)[cH:4][c:5]2[c:9]([cH:10]1)[CH:8]([C:11](=[O:12])[Cl:13])[CH2:7][CH2:6]2.[cH:24]1[cH:25][cH:26][cH:27][cH:28][cH:29]1>>[Cl:1][c:2]1[c:3]([CH:14]2[CH2:15][CH2:16][CH2:17][CH2:18][CH2:19]2)[cH:4][c:5]2[c:9]([cH:10]1)[CH:8]([C:11](=[O:12])[NH:23][CH2:20][CH2:21][CH3:22])[CH2:7][CH2:6]2.